This data is from the Open Reaction Database (ORD), a public repository of structured organic reaction records. The task is: describe an organic reaction: reactants, conditions, products, and yield Starting materials: C1CCOC1, CCOC(=O)Cc1ccc(SC)cc1, C[Si](C)(C)[N-][Si](C)(C)C, O=C(Cl)c1ccc(F)cc1, [Li+]. Product: CCOC(=O)C(C(=O)c1ccc(F)cc1)c1ccc(SC)cc1. RXN SMILES: [CH2:35]1[O:36][CH2:37][CH2:38][CH2:39]1.[CH3:11][S:12][c:13]1[cH:14][cH:15][c:16]([CH2:19][C:20](=[O:21])[O:22][CH2:23][CH3:24])[cH:17][cH:18]1.[CH3:1][Si:2]([N-:3][Si:4]([CH3:5])([CH3:6])[CH3:7])([CH3:8])[CH3:9].[F:25][c:26]1[cH:27][cH:28][c:29]([C:30](=[O:31])[Cl:32])[cH:33][cH:34]1.[Li+:10]>>[CH3:11][S:12][c:13]1[cH:14][cH:15][c:16]([CH:19]([C:20](=[O:21])[O:22][CH2:23][CH3:24])[C:30]([c:29]2[cH:28][cH:27][c:26]([F:25])[cH:34][cH:33]2)=[O:31])[cH:17][cH:18]1. Starting materials: CN(C=CC(=O)C1=CC(=CC=C1)C(F)(F)F)C (3-dimethylamino-3'-(trifluoromethyl)acrylophenone), CC1=NNC(=C1C#N)N (3-methyl-5-aminopyrazole-4-carbonitrile). Run in C(C)(=O)O (acetic acid). Product: CC1=NN2C(N=CC=C2C=2C=C(C=CC2)C(F)(F)F)=C1C#N (2-Methyl-7-(α,α,α-trifluoro-m-tolyl)pyrazolo[1,5-a]pyrimidine-3-carbonitrile). As a reaction SMILES: C[N:2]([CH3:17])[CH:3]=[CH:4][C:5]([C:7]1[CH:12]=[CH:11][CH:10]=[C:9]([C:13]([F:16])([F:15])[F:14])[CH:8]=1)=O.[CH3:18][C:19]1[C:23](C#N)=[C:22]([NH2:26])[NH:21][N:20]=1>C(O)(=O)C>[CH3:18][C:19]1[C:23]([C:22]#[N:26])=[C:17]2[N:2]=[CH:3][CH:4]=[C:5]([C:7]3[CH:8]=[C:9]([C:13]([F:14])([F:15])[F:16])[CH:10]=[CH:11][CH:12]=3)[N:21]2[N:20]=1. Procedure: A mixture of 24.3 g. of 3-dimethylamino-3'-(trifluoromethyl)acrylophenone, 150 ml. of glacial acetic acid and 12.2 g. of 3-methyl-5-aminopyrazole-4-carbonitrile is refluxed for 6 hours and then evaporated. The residue is treated as described in Example 1, giving the desired product, m.p. 149°-150° C.